Dataset: the Open Reaction Database (ORD), a public repository of structured organic reaction records. Task: describe an organic reaction: reactants, conditions, products, and yield Reactants: CC(=O)N1CCC(C(=O)Cl)CC1, C1CCOC1, CCCCCCC, CCOC(C)=O, CC(C)[Mg+], [Cl-], [Cl-], Fc1ccc(I)c(Cl)c1, [Li+], O. The product is CC(=O)N1CCC(C(=O)c2ccc(F)cc2Cl)CC1. As a reaction SMILES: [C:17]([CH3:18])(=[O:19])[N:20]1[CH2:21][CH2:22][CH:23]([C:24](=[O:25])[Cl:26])[CH2:27][CH2:28]1.[CH2:30]1[O:31][CH2:32][CH2:33][CH2:34]1.[CH3:35][CH2:36][CH2:37][CH2:38][CH2:39][CH2:40][CH3:41].[CH3:42][CH2:43][O:44][C:45]([CH3:46])=[O:47].[CH:13]([Mg+:14])([CH3:15])[CH3:16].[Cl-:10].[Cl-:12].[Cl:1][c:2]1[c:3]([I:9])[cH:4][cH:5][c:6]([F:8])[cH:7]1.[Li+:11].[OH2:29]>>[Cl:1][c:2]1[c:3]([C:24]([CH:23]2[CH2:22][CH2:21][N:20]([C:17]([CH3:18])=[O:19])[CH2:28][CH2:27]2)=[O:25])[cH:4][cH:5][c:6]([F:8])[cH:7]1.